Dataset: the Open Reaction Database (ORD), a public repository of structured organic reaction records. Task: describe an organic reaction: reactants, conditions, products, and yield Reactants: ClCCl, O=C(O)C(F)(F)F, [Na+], [OH-], CCC(=O)CCCCCC(NC(=O)C1CN(C(=O)OC(C)(C)C)C1)c1ncc(-c2ccc3ccccc3c2)[nH]1. Product: CCC(=O)CCCCCC(NC(=O)C1CNC1)c1ncc(-c2ccc3ccccc3c2)[nH]1. As a reaction SMILES: [Cl:42][CH2:43][Cl:44].[F:45][C:46]([F:47])([F:48])[C:49]([OH:50])=[O:51].[Na+:41].[OH-:40].[cH:1]1[c:2](-[c:11]2[cH:12][n:13][c:14]([CH:16]([CH2:17][CH2:18][CH2:19][CH2:20][CH2:21][C:22]([CH2:23][CH3:24])=[O:25])[NH:26][C:27](=[O:28])[CH:29]3[CH2:30][N:31]([C:33]([O:34][C:35]([CH3:36])([CH3:37])[CH3:38])=[O:39])[CH2:32]3)[nH:15]2)[cH:3][cH:4][c:5]2[cH:6][cH:7][cH:8][cH:9][c:10]12>>[cH:1]1[c:2](-[c:11]2[cH:12][n:13][c:14]([CH:16]([CH2:17][CH2:18][CH2:19][CH2:20][CH2:21][C:22]([CH2:23][CH3:24])=[O:25])[NH:26][C:27](=[O:28])[CH:29]3[CH2:30][NH:31][CH2:32]3)[nH:15]2)[cH:3][cH:4][c:5]2[cH:6][cH:7][cH:8][cH:9][c:10]12. Reactants: COc1ccc(N2C(=O)N(c3cccc(C#N)c3)c3nc(Nc4cccc(CCOC(C)=O)c4)ncc3C2C)cc1, O=C([O-])[O-], CO, [K+], [K+], O. Yields the product COc1ccc(N2C(=O)N(c3cccc(C#N)c3)c3nc(Nc4cccc(CCO)c4)ncc3C2C)cc1. RXN SMILES: [C:1](#[N:2])[c:3]1[cH:4][c:5]([N:9]2[C:10](=[O:41])[N:11]([c:33]3[cH:34][cH:35][c:36]([O:39][CH3:40])[cH:37][cH:38]3)[CH:12]([CH3:32])[c:13]3[c:14]2[n:15][c:16]([NH:19][c:20]2[cH:21][c:22]([CH2:26][CH2:27][O:28][C:29](=[O:30])[CH3:31])[cH:23][cH:24][cH:25]2)[n:17][cH:18]3)[cH:6][cH:7][cH:8]1.[C:42](=[O:43])([O-:44])[O-:45].[CH3:48][OH:49].[K+:46].[K+:47].[OH2:50]>>[C:1](#[N:2])[c:3]1[cH:4][c:5]([N:9]2[C:10](=[O:41])[N:11]([c:33]3[cH:34][cH:35][c:36]([O:39][CH3:40])[cH:37][cH:38]3)[CH:12]([CH3:32])[c:13]3[c:14]2[n:15][c:16]([NH:19][c:20]2[cH:21][c:22]([CH2:26][CH2:27][OH:28])[cH:23][cH:24][cH:25]2)[n:17][cH:18]3)[cH:6][cH:7][cH:8]1. The product is C1(=CC=CC=C1)C(CC=1NCCN1)C1=CC=CC=C1 (2-(2,2-diphenyl ethyl)-2-imidazoline). Starting materials: alkali hydroxide, C1(=CC=CC=C1)C(C#N)(C)C1=CC=CC=C1 (2,2-diphenyl propionitrile), C(CN)N (ethylenediamine), S(=O)(=O)([O-])C1=CC=C(C)C=C1 (tosylate). As a reaction SMILES: [C:1]1([C:7]([C:11]2[CH:16]=[CH:15][CH:14]=[CH:13][CH:12]=2)([CH3:10])C#N)[CH:6]=[CH:5][CH:4]=[CH:3][CH:2]=1.[CH2:17]([NH2:20])[CH2:18][NH2:19].S([C:25]1C=CC(C)=CC=1)([O-])(=O)=O>>[C:11]1([CH:7]([C:1]2[CH:2]=[CH:3][CH:4]=[CH:5][CH:6]=2)[CH2:10][C:25]2[NH:19][CH2:18][CH2:17][N:20]=2)[CH:12]=[CH:13][CH:14]=[CH:15][CH:16]=1. Procedure details: A mixture of 2.07 g of 2,2-diphenyl propionitrile and 2.78 g of ethylenediamine.tosylate was heated at 200° C. for 3 hours. After cooling, the solution was rendered basic with an alkali hydroxide and extracted with chloroform. The chloroform layer was washed with water and dried. After evaporating chloroform, the resulting residue was recrystallized from a mixture of benzene and hexane to give 1.4 g of 2-(2,2-diphenyl ethyl)-2-imidazoline having a melting point of 98° to 101° C. The hydrochlorid... Starting materials: BrC1=CC=C(C=C1)C1CC1 (1-bromo-4-cyclopropylbenzene), N12CCCCCC2=NCCC1 (1,8-Diazabicyclo[5.4.0]-undec-7-ene), C(C#C)O (prop-2-yn-1-ol). Run at temperature 50 celsius. Yields the product C1(CC1)C1=CC=C(C=C1)C#CCO (3-(4-cyclopropylphenyl)prop-2-yn-1-ol). The solvent is O1CCCC1 (tetrahydrofuran), O1CCCC1 (tetrahydrofuran), CCOCC (ether). Procedure: To a degassed solution of 1-bromo-4-cyclopropylbenzene (4.4 g, 22.3 mmol; prepared according to J. Org. Chem. 1976, 41, 2262) in anhydrous tetrahydrofuran (22 mL), copper(I) iodide (134 mg, 0.70 mol) and tetrakis(triphenylphosphine)palladium (773 mg, 0.67 mmol) were added and the mixture was cooled down with ice bath. 1,8-Diazabicyclo[5.4.0]-undec-7-ene (4 mL, 26.8 mmol) was added and the reaction mixture was degassed again. A degassed solution of prop-2-yn-1-ol (1.56 mL, 26.8 mmol) in anhydrous... RXN SMILES: Br[C:2]1[CH:7]=[CH:6][C:5]([CH:8]2[CH2:10][CH2:9]2)=[CH:4][CH:3]=1.N12CCCN=C1CCCCC2.[CH2:22]([OH:25])[C:23]#[CH:24]>O1CCCC1.CCOCC.[Cu]I.C1C=CC([P]([Pd]([P](C2C=CC=CC=2)(C2C=CC=CC=2)C2C=CC=CC=2)([P](C2C=CC=CC=2)(C2C=CC=CC=2)C2C=CC=CC=2)[P](C2C=CC=CC=2)(C2C=CC=CC=2)C2C=CC=CC=2)(C2C=CC=CC=2)C2C=CC=CC=2)=CC=1>[CH:8]1([C:5]2[CH:6]=[CH:7][C:2]([C:24]#[C:23][CH2:22][OH:25])=[CH:3][CH:4]=2)[CH2:10][CH2:9]1 |^1:41,43,62,81|. The reagents and catalysts are [Cu]I (copper(I) iodide), C=1C=CC(=CC1)[P](C=2C=CC=CC2)(C=3C=CC=CC3)[Pd]([P](C=4C=CC=CC4)(C=5C=CC=CC5)C=6C=CC=CC6)([P](C=7C=CC=CC7)(C=8C=CC=CC8)C=9C=CC=CC9)[P](C=1C=CC=CC1)(C=1C=CC=CC1)C=1C=CC=CC1 (tetrakis(triphenylphosphine)palladium). Reactants: CCN=C=NCCCN(C)C (EDCI), C=1C=CC2=C(C1)N=NN2O (HOBT), C1=C(C=CC2=CC=CC=C12)S(=O)(=O)N1[C@@H](C[C@H](C1)SC(C1=CC=CC=C1)(C1=CC=CC=C1)C1=CC=CC=C1)C(=O)O ((2S,4R)-1-(Naphthalene-2-sulfonyl)-4-tritylsulfanyl-pyrrolidine-2-carboxylic acid), N[C@@H](CC1=CC=C(C=C1)C1=CC=CC=C1)C1=NN=NN1CCC#N ((1S)-3-[5-(1-Amino-2-biphenyl-4-yl-ethyl)-tetrazol-1-yl]-propionitrile), tetrazolylalkylaminomethylphosphonates. The solvent is C1CCOC1 (THF). Run at time 3 hour. Product: C1(=CC=C(C=C1)C[C@@H](C1=NN=NN1CCC#N)NC(=O)[C@H]1N(C[C@@H](C1)SC(C1=CC=CC=C1)(C1=CC=CC=C1)C1=CC=CC=C1)S(=O)(=O)C1=CC2=CC=CC=C2C=C1)C1=CC=CC=C1 ((2S,4R)-1-(Naphthalene-2-sulfonyl)-4-tritylsulfanyl-pyrrolidine-2-carboxylic acid [(S)-2-biphenyl-4-yl-1-[1-(2-cyano-ethyl)- 1H-tetrazol-5-yl]-ethyl]-amide). The yield is 80.7%. As a reaction SMILES: [CH:1]1[C:10]2[C:5](=[CH:6][CH:7]=[CH:8][CH:9]=2)[CH:4]=[CH:3][C:2]=1[S:11]([N:14]1[CH2:18][C@H:17]([S:19][C:20]([C:33]2[CH:38]=[CH:37][CH:36]=[CH:35][CH:34]=2)([C:27]2[CH:32]=[CH:31][CH:30]=[CH:29][CH:28]=2)[C:21]2[CH:26]=[CH:25][CH:24]=[CH:23][CH:22]=2)[CH2:16][C@H:15]1[C:39](O)=[O:40])(=[O:13])=[O:12].[NH2:42][C@H:43]([C:57]1[N:61]([CH2:62][CH2:63][C:64]#[N:65])[N:60]=[N:59][N:58]=1)[CH2:44][C:45]1[CH:50]=[CH:49][C:48]([C:51]2[CH:56]=[CH:55][CH:54]=[CH:53][CH:52]=2)=[CH:47][CH:46]=1.CCN=C=NCCCN(C)C.C1C=CC2N(O)N=NC=2C=1>C1COCC1>[C:48]1([C:51]2[CH:56]=[CH:55][CH:54]=[CH:53][CH:52]=2)[CH:49]=[CH:50][C:45]([CH2:44][C@H:43]([NH:42][C:39]([C@@H:15]2[CH2:16][C@@H:17]([S:19][C:20]([C:33]3[CH:38]=[CH:37][CH:36]=[CH:35][CH:34]=3)([C:21]3[CH:22]=[CH:23][CH:24]=[CH:25][CH:26]=3)[C:27]3[CH:32]=[CH:31][CH:30]=[CH:29][CH:28]=3)[CH2:18][N:14]2[S:11]([C:2]2[CH:3]=[CH:4][C:5]3[C:10](=[CH:9][CH:8]=[CH:7][CH:6]=3)[CH:1]=2)(=[O:12])=[O:13])=[O:40])[C:57]2[N:61]([CH2:62][CH2:63][C:64]#[N:65])[N:60]=[N:59][N:58]=2)=[CH:46][CH:47]=1. Procedure details: A solution of 520 mg (0.9 mmol) (2S,4R)-1-(Naphthalene-2-sulfonyl)-4-tritylsulfanyl-pyrrolidine-2-carboxylic acid and 315 mg (1 mmol) (1S)-3-[5-(1-Amino-2-biphenyl-4-yl-ethyl)-tetrazol-1-yl]-propionitrile [S. De Lombaert. Preparation of tetrazolylalkylaminomethylphosphonates as neutral endopeptidase inhibitors. U.S., 17 pp. CODEN: USXXAM. U.S. Pat. No. 5,273,990 A 931228] in 5 ml THF was cooled to 0° C. and treated with 206 mg (1.1 mmol) EDCI and 14 mg (0.09 mmol) HOBT. The reaction was stirred ... Starting materials: Cl.N(N)C=1C=CC2=C(C=CS2)C1 (5-hydrazinobenzothiophene hydrochloride), Cl.CN1CCC(CC1)=O (1-methyl-4-piperidone hydrochloride), Cl (HCl). Run in C(C)(C)O (isopropanol), C(C)(C)O (isopropanol). Product: CN1CC2=C(NC3=CC=C4C(=C23)C=CS4)CC1 (9-Methyl-7,8,9,10-tetrahydrothieno[3,2-e]pyrido[4,3-b]indole). As a reaction SMILES: Cl.[NH:2]([C:4]1[CH:5]=[CH:6][C:7]2[S:11][CH:10]=[CH:9][C:8]=2[CH:12]=1)N.Cl.[CH3:14][N:15]1[CH2:20][CH2:19][C:18](=O)[CH2:17][CH2:16]1.Cl>C(O)(C)C>[CH3:14][N:15]1[CH2:20][CH2:19][C:18]2[NH:2][C:4]3[C:12]([C:17]=2[CH2:16]1)=[C:8]1[CH:9]=[CH:10][S:11][C:7]1=[CH:6][CH:5]=3 |f:0.1,2.3|. Procedure: 4 g of 5-hydrazinobenzothiophene hydrochloride, suspended in 100 ml of isopropanol, are combined with 2.8 ml of 1-methyl-4-piperidone hydrochloride under N2. The solution is brought to the boil and 10 ml of isopropanol saturated with HCl re added whilst the solution is hot. After boiling the mixture of 1/2 hour, the solvent is distilled off, the residue is treated with ammonia and the precipitate is filtered off and recrystallised from methanol. 9-Methyl-7,8,9,10-tetrahydrothieno[3,2-e]pyrido[4,...